From a dataset of the Open Reaction Database (ORD), a public repository of structured organic reaction records. describe an organic reaction: reactants, conditions, products, and yield The reactants are C(C)(C)(C)OC(=O)N1CCC(CC1)(CC1=C(C=CC=C1)C)CO (N-t-butoxycarbonyl-4-hydroxymethyl-4-(2-methylbenzyl)piperidine), C(CC(O)(C(=O)O)CC(=O)O)(=O)O (citric acid), [H-].[Na+] (sodium hydride), CI (methyl iodide). The solvent is C1CCOC1 (THF), CS(=O)C (DMSO), C1CCOC1 (THF). Run at time 5 hour. The product is C(C)(C)(C)OC(=O)N1CCC(CC1)(CC1=C(C=CC=C1)C)COC (N-t-Butoxycarbonyl-4-methoxymethyl-4-(2-methylbenzyl)piperidine). Reaction SMILES: [H-].[Na+].[C:3]([O:7][C:8]([N:10]1[CH2:15][CH2:14][C:13]([CH2:24][OH:25])([CH2:16][C:17]2[CH:22]=[CH:21][CH:20]=[CH:19][C:18]=2[CH3:23])[CH2:12][CH2:11]1)=[O:9])([CH3:6])([CH3:5])[CH3:4].CI.[C:28](O)(=O)CC(CC(O)=O)(C(O)=O)O>C1COCC1.CS(C)=O>[C:3]([O:7][C:8]([N:10]1[CH2:11][CH2:12][C:13]([CH2:24][O:25][CH3:28])([CH2:16][C:17]2[CH:22]=[CH:21][CH:20]=[CH:19][C:18]=2[CH3:23])[CH2:14][CH2:15]1)=[O:9])([CH3:5])([CH3:6])[CH3:4] |f:0.1|. Procedure details: To a suspension of sodium hydride (19 mg, 0.80 mmol) in 1.5 ml of THF, at 0° C. was added a solution of N-t-butoxycarbonyl-4-hydroxymethyl-4-(2-methylbenzyl)piperidine (200 mg, 0.63 mmol) in THF (1 ml ). The mixture was allowed to warm to room temperature. To this suspension was added anhydrous DMSO (0.35 ml) and the mixture was heated to 60° C. and stirred 5 hrs until the solution was almost homogeneous. The reaction mixture was allowed to cool to room temperature and methyl iodide (0.070 ml, 1...